Dataset: the Open Reaction Database (ORD), a public repository of structured organic reaction records. Task: describe an organic reaction: reactants, conditions, products, and yield Starting materials: C(=O)(OC(C)(C)C)NCCNC(=C(C#N)C#N)SC (3-[2-(Boc-amino)-ethylamino]-2-cyano-3-methylmercapto-acrylonitrile), O.NN (hydrazine hydrate). Solvent: CO (methanol). Product: NC1=C(C(=NN1)NCCNC(=O)OC(C)(C)C)C#N (5-amino-3-[2-(Boc-amino)-ethylamino]-4-cyano-pyrazole). As a reaction SMILES: [C:1]([NH:8][CH2:9][CH2:10][NH:11][C:12](SC)=[C:13]([C:16]#[N:17])[C:14]#[N:15])([O:3][C:4]([CH3:7])([CH3:6])[CH3:5])=[O:2].O.[NH2:21][NH2:22]>CO>[NH2:15][C:14]1[NH:22][N:21]=[C:12]([NH:11][CH2:10][CH2:9][NH:8][C:1]([O:3][C:4]([CH3:7])([CH3:6])[CH3:5])=[O:2])[C:13]=1[C:16]#[N:17] |f:1.2|. Procedure: A mixture of 80.81 g (286.4 mol) of 3-[2-(Boc-amino)-ethylamino]-2-cyano-3-methylmercapto-acrylonitrile, 14.9 ml (300.7 mmol) of hydrazine hydrate and 500 ml of methanol is heated under reflux for 4 hours and then concentrated by evaporation in vacuo at about 50° C., yielding 5-amino-3-[2-(Boc-amino)-ethylamino]-4-cyano-pyrazole; TLC-Rf=0.27 (methylene chloride/methanol [9:1]). The reactants are N1[C@H](C(=O)O)CCC1.C(C1=CC=CC=C1)NC([C@@H](N)[C@@H](C)CC)=O (L-proline L-isoleucine benzylamide), O(C1=CC=CC=C1)C=1C=C(C=CC1)C(CCl)=O (3'-phenoxy-2-chloroacetophenone), O(C1=CC=CC=C1)C=1C=C(C(=O)O)C=CC1 (3-phenoxybenzoic acid). The product is O(C1=CC=CC=C1)C=1C=C(C=CC1)C(CN1[C@H](C(=O)N(C([C@@H](N)[C@@H](C)CC)=O)CC2=CC=CC=C2)CCC1)=O (L-isoleucine, N-[1-(2-(3-phenoxyphenyl)-2-oxoethyl)-L-prolyl] benzylamide). As a reaction SMILES: [NH:1]1[CH2:8][CH2:7][CH2:6][C@H:2]1[C:3]([OH:5])=O.[CH2:9]([NH:16][C:17](=[O:24])[C@H:18]([C@H:20]([CH2:22][CH3:23])[CH3:21])[NH2:19])[C:10]1[CH:15]=[CH:14][CH:13]=[CH:12][CH:11]=1.[O:25]([C:32]1[CH:33]=[C:34]([C:38](=[O:41])[CH2:39]Cl)[CH:35]=[CH:36][CH:37]=1)[C:26]1[CH:31]=[CH:30][CH:29]=[CH:28][CH:27]=1.O(C1C=C(C=CC=1)C(O)=O)C1C=CC=CC=1>>[O:25]([C:32]1[CH:33]=[C:34]([C:38](=[O:41])[CH2:39][N:1]2[CH2:8][CH2:7][CH2:6][C@H:2]2[C:3]([N:16]([CH2:9][C:10]2[CH:15]=[CH:14][CH:13]=[CH:12][CH:11]=2)[C:17](=[O:24])[C@H:18]([C@H:20]([CH2:22][CH3:23])[CH3:21])[NH2:19])=[O:5])[CH:35]=[CH:36][CH:37]=1)[C:26]1[CH:27]=[CH:28][CH:29]=[CH:30][CH:31]=1 |f:0.1|. Reported procedure: Using the procedure described in Example 5, treatment of L-proline-L-isoleucine benzylamide (200 mg, 0.63 mmol) with 3'-phenoxy-2-chloroacetophenone (233 mg, 0.95 mmol, 1.5 eq; prepared from 3-phenoxybenzoic acid by the method described in Example 1) provided 80 mg of L-isoleucine, N-[1-(2-(3-phenoxyphenyl)-2-oxoethyl)-L-prolyl] benzylamide as a foam. The solvent is C(C)O (ethanol). Procedure: A solution of 2-{4-[2-(2-biphenyl-4-yl-5-methyloxazol-4-yl)ethoxy]-3-butylphenoxy}-2-methylpropionic acid ethyl ester (0.57 mmol) in ethanol (10 mL) was treated with 2.5 N aqueous NaOH (1.1 mL), and heated at 55° C. for 2 h. The reaction was cooled to ambient temperature and concentrated down to near dryness. The residue was then diluted with ethyl acetate (40 mL) and water (20 mL) and acidified to pH=1 with 1N aqueous HCl. The organic layer was washed with brine (20 mL), dried (Na2SO4) and conc... Conditions: temperature 55 celsius. Reactants: C(C)OC(C(C)(C)OC1=CC(=C(C=C1)OCCC=1N=C(OC1C)C1=CC=C(C=C1)C1=CC=CC=C1)CCCC)=O (2-{4-[2-(2-biphenyl-4-yl-5-methyloxazol-4-yl)ethoxy]-3-butylphenoxy}-2-methylpropionic acid ethyl ester), [OH-].[Na+] (NaOH). Product: C1(=CC=C(C=C1)C=1OC(=C(N1)CCOC1=C(C=C(OC(C(=O)O)(C)C)C=C1)CCCC)C)C1=CC=CC=C1 (2-{4-[2-(2-biphenyl-4-yl-5-methyloxazol-4-yl)ethoxy]-3-butylphenoxy}-2-methylpropionic acid). RXN SMILES: C([O:3][C:4](=[O:40])[C:5]([O:8][C:9]1[CH:14]=[CH:13][C:12]([O:15][CH2:16][CH2:17][C:18]2[N:19]=[C:20]([C:24]3[CH:29]=[CH:28][C:27]([C:30]4[CH:35]=[CH:34][CH:33]=[CH:32][CH:31]=4)=[CH:26][CH:25]=3)[O:21][C:22]=2[CH3:23])=[C:11]([CH2:36][CH2:37][CH2:38][CH3:39])[CH:10]=1)([CH3:7])[CH3:6])C.[OH-].[Na+]>C(O)C>[C:27]1([C:30]2[CH:31]=[CH:32][CH:33]=[CH:34][CH:35]=2)[CH:26]=[CH:25][C:24]([C:20]2[O:21][C:22]([CH3:23])=[C:18]([CH2:17][CH2:16][O:15][C:12]3[CH:13]=[CH:14][C:9]([O:8][C:5]([CH3:6])([CH3:7])[C:4]([OH:40])=[O:3])=[CH:10][C:11]=3[CH2:36][CH2:37][CH2:38][CH3:39])[N:19]=2)=[CH:29][CH:28]=1 |f:1.2|.